From a dataset of the Open Reaction Database (ORD), a public repository of structured organic reaction records. describe an organic reaction: reactants, conditions, products, and yield Starting materials: FC1=CC=C(C=2N=C(SC21)C=2C(=NC=C(C2)C=2C=NN(C2)C2CCNCC2)N)C(F)(F)F (3-(7-fluoro-4-trifluoromethylbenzothiazol-2-yl)-5-(1-piperidin-4-yl-1H-pyrazol-4-yl)-pyridin-2-ylamine), IC=1SC2=C(N1)C(=CC=C2C)C(F)(F)F (2-iodo-7-methyl-4-trifluoromethyl-1,3-benzothiazole). Yields the product CC1=CC=C(C=2N=C(SC21)C=2C(=NC=C(C2)C=2C=NN(C2)C2CCNCC2)N)C(F)(F)F (3-(7-Methyl-4-trifluoromethylbenzothiazol-2-yl)-5-(1-piperidin-4-yl-1H-pyrazol-4-yl)-pyridin-2-ylamine). RXN SMILES: F[C:2]1[C:10]2[S:9][C:8]([C:11]3[C:12]([NH2:28])=[N:13][CH:14]=[C:15]([C:17]4[CH:18]=[N:19][N:20]([CH:22]5[CH2:27][CH2:26][NH:25][CH2:24][CH2:23]5)[CH:21]=4)[CH:16]=3)=[N:7][C:6]=2[C:5]([C:29]([F:32])([F:31])[F:30])=[CH:4][CH:3]=1.I[C:34]1SC2C(C)=CC=C(C(F)(F)F)C=2N=1>>[CH3:34][C:2]1[C:10]2[S:9][C:8]([C:11]3[C:12]([NH2:28])=[N:13][CH:14]=[C:15]([C:17]4[CH:18]=[N:19][N:20]([CH:22]5[CH2:27][CH2:26][NH:25][CH2:24][CH2:23]5)[CH:21]=4)[CH:16]=3)=[N:7][C:6]=2[C:5]([C:29]([F:32])([F:30])[F:31])=[CH:4][CH:3]=1. Reported procedure: Following the procedure for 3-(7-fluoro-4-trifluoromethylbenzothiazol-2-yl)-5-(1-piperidin-4-yl-1H-pyrazol-4-yl)-pyridin-2-ylamine, using 2-iodo-7-methyl-4-trifluoromethyl-1,3-benzothiazole and conducting the Suzuki coupling at 55° C. for 3 h, the title compound was obtained as a yellow-green solid. 1H NMR (400 MHz, DMSO-d6): δ=2.10-2.31 (m, 4H), 2.70 (s, 3H), 3.07-3.18 (m, 2H), 3.37-3.44 (m, 2H), 3.54 (brs, 2H), 4.47-4.56 (m, 1H), 7.53 (d, J=9.2 Hz, 1H), 7.88 (d, J=7.6 Hz, 1H), 8.08 (d, J=0.8 H... Starting materials: Cl(=O)(=O)(=O)[O-].C1(=CC=CC=C1)[N+]1=NC=C(C=C1Cl)N (1-phenyl-4-amino-6-chloropyridazinium perchlorate), O.NN (hydrazine hydrate). Run in O (water). Conditions: time 3 hour. The product is Cl(=O)(=O)(=O)[O-].C1(=CC=CC=C1)[N+]1=NC=C(C=C1NN)N (1-phenyl-4-amino-6-hydrazinopyridazinium perchlorate). The yield is 81.3%. RXN SMILES: [Cl:1]([O-:5])(=[O:4])(=[O:3])=[O:2].[C:6]1([N+:12]2[C:17](Cl)=[CH:16][C:15]([NH2:19])=[CH:14][N:13]=2)[CH:11]=[CH:10][CH:9]=[CH:8][CH:7]=1.O.[NH2:21][NH2:22]>O>[Cl:1]([O-:5])(=[O:4])(=[O:3])=[O:2].[C:6]1([N+:12]2[C:17]([NH:21][NH2:22])=[CH:16][C:15]([NH2:19])=[CH:14][N:13]=2)[CH:11]=[CH:10][CH:9]=[CH:8][CH:7]=1 |f:0.1,2.3,5.6|. Procedure details: 15.3 parts of 1-phenyl-4-amino-6-chloropyridazinium perchlorate is dissolved in 200 parts of water at 80° to 90° C; 5 parts of hydrazine hydrate is added and the whole is boiled for 3 hours. The reaction solution is concentrated to about half its volume and cooled. 13 parts (81.3% of theory, as hydrate) of 1-phenyl-4-amino-6-hydrazinopyridazinium perchlorate is obtained; C10H12O4N5Cl. H2O, obtained with 1 mole of water of crystallization when recrystallized from water. Melting point 63° to 65° C...